Dataset: the Open Reaction Database (ORD), a public repository of structured organic reaction records. Task: describe an organic reaction: reactants, conditions, products, and yield The reactants are CC(Cl)c1cccnc1, O=C([C@H]%19[C@@H]%20C[C@@H](C=C%20)[C@H]%19N)OCC. The reagents and catalysts are O=C([O-])[O-].[Cs+].[Cs+] (cesium carbonate), [I-].[K+] (potassium iodide). Solvent: CN(C)C=O (DMF), CN(C)C=O (dmf), CN(C)C=O (DMF). Reaction conditions: temperature 70 celsius, time 16 hour. The product is O=C([C@H]%30[C@@H]%31C[C@@H](C=C%31)[C@H]%30NC(C)C%32=CC=CN=C%32)OCC.